This data is from the Open Reaction Database (ORD), a public repository of structured organic reaction records. The task is: describe an organic reaction: reactants, conditions, products, and yield Reactants: CCS, CN(C)C=O, COc1ccc(CC(CC(=O)O)CC(=O)O)cc1. Product: O=C(O)CC(CC(=O)O)Cc1ccc(O)cc1. As a reaction SMILES: [CH2:1]([SH:2])[CH3:3].[CH3:22][N:23]([CH3:24])[CH:25]=[O:26].[CH3:4][O:5][c:6]1[cH:7][cH:8][c:9]([CH2:12][CH:13]([CH2:14][C:15](=[O:16])[OH:17])[CH2:18][C:19](=[O:20])[OH:21])[cH:10][cH:11]1>>[OH:5][c:6]1[cH:7][cH:8][c:9]([CH2:12][CH:13]([CH2:14][C:15](=[O:16])[OH:17])[CH2:18][C:19](=[O:20])[OH:21])[cH:10][cH:11]1.